Dataset: the Open Reaction Database (ORD), a public repository of structured organic reaction records. Task: describe an organic reaction: reactants, conditions, products, and yield Reactants: C1(=CC=CC=C1)C=1N=C(OC1)N1CCN(CC1)C(=O)OC(C)(C)C (tert-butyl 4-(4-phenyl-1,3-oxazol-2-yl)piperazine-1-carboxylate), Cl (hydrogen chloride). The solvent is O1CCCC1 (tetrahydrofuran), CO (methanol), C(C)(=O)OCC (ethyl acetate). Reaction conditions: time 1 hour. The product is C1(=CC=CC=C1)C=1N=C(OC1)N1CCNCC1 (1-(4-Phenyl-1,3-oxazol-2-yl)piperazine). Isolated yield 90.2%. Reaction SMILES: [C:1]1([C:7]2[N:8]=[C:9]([N:12]3[CH2:17][CH2:16][N:15](C(OC(C)(C)C)=O)[CH2:14][CH2:13]3)[O:10][CH:11]=2)[CH:6]=[CH:5][CH:4]=[CH:3][CH:2]=1.Cl>O1CCCC1.CO.C(OCC)(=O)C>[C:1]1([C:7]2[N:8]=[C:9]([N:12]3[CH2:17][CH2:16][NH:15][CH2:14][CH2:13]3)[O:10][CH:11]=2)[CH:2]=[CH:3][CH:4]=[CH:5][CH:6]=1. Reported procedure: To a solution of tert-butyl 4-(4-phenyl-1,3-oxazol-2-yl)piperazine-1-carboxylate (590 mg, 1.79 mmol) in tetrahydrofuran (4 ml) and methanol (4 ml) was added a solution of 4 N hydrogen chloride in ethyl acetate (4 ml), and the mixture was stirred at room temperature for 1 hour. The solvent was distilled off under reduced pressure. The residue was poured to an aqueous 1 N sodium hydroxide solution (10 ml) and extracted with chloroform. The extract was washed with water and dried over anhydrous mag... Reactants: COC(=O)C1(CN(c2nc(Cl)ncc2N)C2CCCC2)CC1, CCO, CC(=O)O. Yields the product O=C1Nc2cnc(Cl)nc2N(C2CCCC2)CC12CC2. Reaction SMILES: [CH3:1][O:2][C:3](=[O:4])[C:5]1([CH2:8][N:9]([CH:10]2[CH2:11][CH2:12][CH2:13][CH2:14]2)[c:15]2[n:16][c:17]([Cl:22])[n:18][cH:19][c:20]2[NH2:21])[CH2:6][CH2:7]1.[CH3:23][CH2:24][OH:25].[CH3:26][C:27](=[O:28])[OH:29]>>[O:2]=[C:3]1[C:5]2([CH2:6][CH2:7]2)[CH2:8][N:9]([CH:10]2[CH2:11][CH2:12][CH2:13][CH2:14]2)[c:15]2[n:16][c:17]([Cl:22])[n:18][cH:19][c:20]2[NH:21]1. The reactants are O=C1CCC(=O)N1Br, CCOC(=O)Cn1c(=O)n(Cc2ccc(Cl)c(Cl)c2)c(=O)c2c(C)csc21, ClC(Cl)(Cl)Cl. The product is CCOC(=O)Cn1c(=O)n(Cc2ccc(Cl)c(Cl)c2)c(=O)c2c(C)c(Br)sc21. As a reaction SMILES: [Br:28][N:29]1[C:30](=[O:31])[CH2:32][CH2:33][C:34]1=[O:35].[CH2:1]([CH3:2])[O:3][C:4](=[O:5])[CH2:6][n:7]1[c:8](=[O:27])[n:9]([CH2:18][c:19]2[cH:20][c:21]([Cl:26])[c:22]([Cl:25])[cH:23][cH:24]2)[c:10](=[O:17])[c:11]2[c:12]1[s:13][cH:14][c:15]2[CH3:16].[Cl:36][C:37]([Cl:38])([Cl:39])[Cl:40]>>[CH2:1]([CH3:2])[O:3][C:4](=[O:5])[CH2:6][n:7]1[c:8](=[O:27])[n:9]([CH2:18][c:19]2[cH:20][c:21]([Cl:26])[c:22]([Cl:25])[cH:23][cH:24]2)[c:10](=[O:17])[c:11]2[c:12]1[s:13][c:14]([Br:28])[c:15]2[CH3:16]. The reactants are C(C1=CC=CC=C1)N1C(SCC1=O)=NC=1C=C(C#N)C=CC1NCC (3-(3-benzyl-4-oxothiazolidin-2-ylideneamino)-4-ethylamino-benzonitrile), COC(N(C)C)OC (N,N-dimethylformamide dimethyl acetal). The solvent is C1(=CC=CC=C1)C (toluene). Run at temperature 125 celsius, time 20 hour. Product: C(C1=CC=CC=C1)N1C(SC(C1=O)=CN(C)C)=NC=1C=C(C#N)C=CC1NCC (3-(3-benzyl-5-dimethylaminomethylene-4-oxothiazolidin-2-ylideneamino)-4-ethylamino-benzonitrile). The yield is 61.6%. RXN SMILES: [CH2:1]([N:8]1[C:12](=[O:13])[CH2:11][S:10][C:9]1=[N:14][C:15]1[CH:16]=[C:17]([CH:20]=[CH:21][C:22]=1[NH:23][CH2:24][CH3:25])[C:18]#[N:19])[C:2]1[CH:7]=[CH:6][CH:5]=[CH:4][CH:3]=1.CO[CH:28](OC)[N:29]([CH3:31])[CH3:30]>C1(C)C=CC=CC=1>[CH2:1]([N:8]1[C:12](=[O:13])[C:11](=[CH:28][N:29]([CH3:31])[CH3:30])[S:10][C:9]1=[N:14][C:15]1[CH:16]=[C:17]([CH:20]=[CH:21][C:22]=1[NH:23][CH2:24][CH3:25])[C:18]#[N:19])[C:2]1[CH:7]=[CH:6][CH:5]=[CH:4][CH:3]=1. Procedure: To a solution of 3-(3-benzyl-4-oxothiazolidin-2-ylideneamino)-4-ethylamino-benzonitrile (84 mg, 0.24 mmol) in toluene (1.0 mL, anhyd) was added N,N-dimethylformamide dimethyl acetal (1.0 mL, 7.5 mmol). The reaction mixture was heated at 125° C. After 20 h, the mixture was cooled and chromatographed (silica gel, DCM) to afford the title product (60 mg, 62%) as a pale yellow solid. 1H-NMR (CDCl3): δ 7.60 (1H, s), 7.24-7.40 (6H, m), 7.15 (1H, d), 6.46 (1H, d), 5.09 (2H, s), 4.14 (1H, br t), 3.12 (6... RXN SMILES: [CH2:1]([CH2:2][CH2:3][CH2:4][CH2:5][CH2:6][CH2:7][CH2:8][CH2:9][CH2:10][CH3:11])[c:12]1[cH:13][cH:14][c:15](-[c:18]2[n:19][cH:20][c:21]([C:24](=[O:25])[OH:26])[cH:22][n:23]2)[cH:16][cH:17]1.[S:27]([Cl:28])([Cl:29])=[O:30]>>[CH2:1]([CH2:2][CH2:3][CH2:4][CH2:5][CH2:6][CH2:7][CH2:8][CH2:9][CH2:10][CH3:11])[c:12]1[cH:13][cH:14][c:15](-[c:18]2[n:19][cH:20][c:21]([C:24](=[O:25])[OH:26])[cH:22][n:23]2)[cH:16][cH:17]1.[Cl-:29]. Starting materials: CCCCCCCCCCCc1ccc(-c2ncc(C(=O)O)cn2)cc1, O=S(Cl)Cl. Product: CCCCCCCCCCCc1ccc(-c2ncc(C(=O)O)cn2)cc1, [Cl-]. Reactants: COC(=O)c1nc(Cl)nc(N)c1Cl, COCCOC, CCOC(C)=O, OB(O)c1ccc(Cl)cc1F, [Cs+], [F-], O, Cl[Pd]Cl, c1ccc(P(c2ccccc2)c2ccccc2)cc1, c1ccc(P(c2ccccc2)c2ccccc2)cc1. Product: COC(=O)c1nc(-c2ccc(Cl)cc2F)nc(N)c1Cl. Reaction SMILES: [CH3:1][O:2][C:3](=[O:4])[c:5]1[n:6][c:7]([Cl:13])[n:8][c:9]([NH2:12])[c:10]1[Cl:11].[CH3:27][O:28][CH2:29][CH2:30][O:31][CH3:32].[CH3:34][CH2:35][O:36][C:37](=[O:38])[CH3:39].[Cl:14][c:15]1[cH:16][c:17]([F:24])[c:18]([B:21]([OH:22])[OH:23])[cH:19][cH:20]1.[Cs+:26].[F-:25].[OH2:33].[Pd:40]([Cl:41])[Cl:42].[c:43]1([P:44]([c:45]2[cH:46][cH:47][cH:48][cH:49][cH:50]2)[c:51]2[cH:52][cH:53][cH:54][cH:55][cH:56]2)[cH:57][cH:58][cH:59][cH:60][cH:61]1.[c:62]1([P:63]([c:64]2[cH:65][cH:66][cH:67][cH:68][cH:69]2)[c:70]2[cH:71][cH:72][cH:73][cH:74][cH:75]2)[cH:76][cH:77][cH:78][cH:79][cH:80]1>>[CH3:1][O:2][C:3](=[O:4])[c:5]1[n:6][c:7](-[c:18]2[c:17]([F:24])[cH:16][c:15]([Cl:14])[cH:20][cH:19]2)[n:8][c:9]([NH2:12])[c:10]1[Cl:11].